describe an organic reaction: reactants, conditions, products, and yield From a dataset of the Open Reaction Database (ORD), a public repository of structured organic reaction records. The yield is 56.4%. Run at temperature 70 celsius. The solvent is Cl (hydrochloric acid). Product: COC1=CC2=C(NC(=N2)C(C)O)C=C1 (1-(5-methoxy-1H-benzoimidazol-2-yl)-ethanol). The reactants are Cl.Cl.COC1=CC(=C(C=C1)N)N (4-methoxy-phenylenediamine dihydrochloride), C([C@@H](O)C)(=O)[O-].[Na+] (sodium L-lactate), [OH-].[NH4+] (ammonium hydroxide). Procedure details: A mixture of 4-methoxy-phenylenediamine dihydrochloride (10 g), sodium L-lactate (10 g) and hydrochloric acid (60 mL, 4M) was heated at 70° C. for 48 hours. The reaction mixture was cooled to room temperature, then treated with ammonium hydroxide. The resulting precipitate was filtered and dried to give 1-(5-methoxy-1H-benzoimidazol-2-yl)-ethanol (5.14 g). (b) 1-(5-Methoxy-1-benzoimidazole)-1-propanol RXN SMILES: Cl.Cl.[CH3:3][O:4][C:5]1[CH:10]=[CH:9][C:8]([NH2:11])=[C:7]([NH2:12])[CH:6]=1.[C:13]([O-])(=O)[C@H:14]([CH3:16])[OH:15].[Na+].[OH-].[NH4+]>Cl>[CH3:3][O:4][C:5]1[CH:10]=[CH:9][C:8]2[NH:11][C:13]([CH:14]([OH:15])[CH3:16])=[N:12][C:7]=2[CH:6]=1 |f:0.1.2,3.4,5.6|. The reactants are CN1CCN(c2ccc(N)cc2)CC1, CC(C)n1c(=O)ccc2cnc(S(C)=O)nc21, ClC(Cl)Cl. Product: CC(C)n1c(=O)ccc2cnc(Nc3ccc(N4CCN(C)CC4)cc3)nc21. As a reaction SMILES: [CH3:18][N:19]1[CH2:20][CH2:21][N:22]([c:25]2[cH:26][cH:27][c:28]([NH2:29])[cH:30][cH:31]2)[CH2:23][CH2:24]1.[CH:1]([CH3:2])([CH3:3])[n:4]1[c:5](=[O:17])[cH:6][cH:7][c:8]2[c:9]1[n:10][c:11]([S:14]([CH3:15])=[O:16])[n:12][cH:13]2.[CH:32]([Cl:33])([Cl:34])[Cl:35]>>[CH:1]([CH3:2])([CH3:3])[n:4]1[c:5](=[O:17])[cH:6][cH:7][c:8]2[c:9]1[n:10][c:11]([NH:29][c:28]1[cH:27][cH:26][c:25]([N:22]3[CH2:21][CH2:20][N:19]([CH3:18])[CH2:24][CH2:23]3)[cH:31][cH:30]1)[n:12][cH:13]2.